From a dataset of the Open Reaction Database (ORD), a public repository of structured organic reaction records. describe an organic reaction: reactants, conditions, products, and yield Reactants: CC(=O)CC(C)C, CCOC(C)=O, C=COCCONC(=O)c1cc(C)c(=O)n(C)c1Nc1ccc(I)cc1F, Cl, [Na+], C1CCOC1, [OH-]. The product is Cc1cc(C(=O)NOCCO)c(Nc2ccc(I)cc2F)n(C)c1=O. RXN SMILES: [CH2:31]([C:32]([CH3:33])=[O:34])[CH:35]([CH3:36])[CH3:37].[CH3:43][CH2:44][O:45][C:46](=[O:47])[CH3:48].[CH:1](=[CH2:2])[O:3][CH2:4][CH2:5][O:6][NH:7][C:8](=[O:9])[c:10]1[c:11]([NH:19][c:20]2[c:21]([F:27])[cH:22][c:23]([I:26])[cH:24][cH:25]2)[n:12]([CH3:18])[c:13](=[O:17])[c:14]([CH3:16])[cH:15]1.[ClH:28].[Na+:30].[O:38]1[CH2:39][CH2:40][CH2:41][CH2:42]1.[OH-:29]>>[OH:3][CH2:4][CH2:5][O:6][NH:7][C:8](=[O:9])[c:10]1[c:11]([NH:19][c:20]2[c:21]([F:27])[cH:22][c:23]([I:26])[cH:24][cH:25]2)[n:12]([CH3:18])[c:13](=[O:17])[c:14]([CH3:16])[cH:15]1. Starting materials: C(C)(=O)NC1=CC(=NN1C(C1=CC(=CC=C1)[N+](=O)[O-])=NOS(=O)(=O)C1=CC=C(C)C=C1)C (5-acetamido-3-methyl-1-(O-tosyl-3-nitro-benzohydroximoyl)-pyrazole), C1CCC2=NCCCN2CC1 (DBU), Cl (hydrochloric acid). Run in CS(=O)C (DMSO), O (water). Yields the product C(C)(=O)N1N=C(N2C1=CC(=N2)C)C2=CC(=CC=C2)[N+](=O)[O-] (1-acetyl-6-methyl-3-(3-nitro-phenyl)pyrazolo[5,1-c][1,2,4]triazole). Isolated yield 90.1%. RXN SMILES: [C:1]([NH:4][C:5]1[N:9]([C:10](=[N:20]OS(C2C=CC(C)=CC=2)(=O)=O)[C:11]2[CH:16]=[CH:15][CH:14]=[C:13]([N+:17]([O-:19])=[O:18])[CH:12]=2)[N:8]=[C:7]([CH3:32])[CH:6]=1)(=[O:3])[CH3:2].C1CCN2C(=NCCC2)CC1.Cl>CS(C)=O.O>[C:1]([N:4]1[C:5]2=[CH:6][C:7]([CH3:32])=[N:8][N:9]2[C:10]([C:11]2[CH:16]=[CH:15][CH:14]=[C:13]([N+:17]([O-:19])=[O:18])[CH:12]=2)=[N:20]1)(=[O:3])[CH3:2]. Procedure: 800 mg (1.75 mmol) of 5-acetamido-3-methyl-1-(O-tosyl-3-nitro-benzohydroximoyl)-pyrazole are suspended in 10 ml of DMSO, treated with 0.8 ml DBU with stirring at room temperature, diluted with water and acidified with 2N hydrochloric acid. The precipitate obtained is filtered under suction, washed with water, a little methanol and a little ethyl acetate and recrystallised from methyl glycol. 450 mg (90%) of 1-acetyl-6-methyl-3-(3-nitro-phenyl)pyrazolo[5,1-c][1,2,4]triazole with a m. pt. of 207°-... Starting materials: COC(=O)c1cn(CCc2ccc([N+](=O)[O-])cc2)c2c1-c1nccn1CC2, CC(=O)O, ClC(Cl)Cl, [H-], [Na+], CN(C)C=O. Product: COC(=O)c1c[nH]c2c1-c1nccn1CC2. Reaction SMILES: [CH3:1][O:2][C:3](=[O:4])[c:5]1[cH:6][n:7]([CH2:17][CH2:18][c:19]2[cH:20][cH:21][c:22]([N+:23]([O-:24])=[O:25])[cH:26][cH:27]2)[c:8]2[c:16]1-[c:15]1[n:11]([cH:12][cH:13][n:14]1)[CH2:10][CH2:9]2.[CH3:34][C:35](=[O:36])[OH:37].[CH:30]([Cl:31])([Cl:32])[Cl:33].[H-:28].[Na+:29].[O:38]=[CH:39][N:40]([CH3:41])[CH3:42]>>[CH3:1][O:2][C:3](=[O:4])[c:5]1[cH:6][nH:7][c:8]2[c:16]1-[c:15]1[n:11]([cH:12][cH:13][n:14]1)[CH2:10][CH2:9]2.